Dataset: the Open Reaction Database (ORD), a public repository of structured organic reaction records. Task: describe an organic reaction: reactants, conditions, products, and yield Reactants: C(=O)([O-])[O-].[K+].[K+] (K2CO3), C(CCC)C1CCNCC1 (4-butylpiperidine), ClCCCN1C(CCC2=CC=CC=C12)=O (1-[3-chloropropyl]-3,4-dihydro-1H-quinolin-2-one). Run in C(C)#N (acetonitrile). Run at temperature 60 celsius, time 16 hour. Yields the product C(CCC)C1CCN(CC1)CCCN1C(CCC2=CC=CC=C12)=O (1-[3-(4-Butyl-piperidin-1-yl)-propyl]-3,4-dihydro-1H-quinolin-2-one). As a reaction SMILES: C([O-])([O-])=O.[K+].[K+].[CH2:7]([CH:11]1[CH2:16][CH2:15][NH:14][CH2:13][CH2:12]1)[CH2:8][CH2:9][CH3:10].Cl[CH2:18][CH2:19][CH2:20][N:21]1[C:30]2[C:25](=[CH:26][CH:27]=[CH:28][CH:29]=2)[CH2:24][CH2:23][C:22]1=[O:31]>C(#N)C>[CH2:7]([CH:11]1[CH2:16][CH2:15][N:14]([CH2:18][CH2:19][CH2:20][N:21]2[C:30]3[C:25](=[CH:26][CH:27]=[CH:28][CH:29]=3)[CH2:24][CH2:23][C:22]2=[O:31])[CH2:13][CH2:12]1)[CH2:8][CH2:9][CH3:10] |f:0.1.2|. Procedure: A suspension of NaH in mineral oil (55-60%) (712 mg) was added to a solution of 3,4-dihydro-1H-quinolin-2-one (2.0 g, 13.6 mmol) in N,N-dimethylformamide (50 mL) at 0° C. The reaction mixture was stirred at 0° C. for 1 h. then 1-bromo-3-chloropropane (1.34 mL, 13.6 mmol) was added. The slurry was stirred for additional 16 h. at ambient temperature then water (50 mL) was added and the product was extracted with diethyl ether (2×50 mL). The organic layer was dried (Na2SO4) and concentrated in vacu... Reactants: NC1(CCCCC1)C(=O)O (1-aminocyclohexanecarboxylic acid), C[Si](C)(C)C=[N+]=[N-] (trimethylsilyl diazomethane). Run in O1C(CCC1)CO (tetrahydrofuran-methanol). Product: NC1(CCCCC1)C(=O)OC (methyl 1-amino-cyclohexanecarboxylate). Isolated yield 52.0%. Reaction SMILES: [NH2:1][C:2]1([C:8]([OH:10])=[O:9])[CH2:7][CH2:6][CH2:5][CH2:4][CH2:3]1.[CH3:11][Si](C=[N+]=[N-])(C)C>O1CCCC1CO>[NH2:1][C:2]1([C:8]([O:10][CH3:11])=[O:9])[CH2:7][CH2:6][CH2:5][CH2:4][CH2:3]1. Procedure: To a solution of 1-aminocyclohexanecarboxylic acid (600 mg) in tetrahydrofuran-methanol was added dropwise trimethylsilyl diazomethane (4.2 mL) under ice-cooling and stirring, and the mixture was stirred overnight. The reaction mixture was concentrated in vacuo, and to the residue were added successively diethylether-hexane (1/1) and a solution of 4N hydrochloric acid in ethyl acetate (1.05 mL). The precipitates were collected by filtration and dried to give methyl 1-amino-cyclohexanecarboxylate...